This data is from the Open Reaction Database (ORD), a public repository of structured organic reaction records. The task is: describe an organic reaction: reactants, conditions, products, and yield Starting materials: [Li] (lithium), C(C)(CC)[Li] (sec-butyllithium), monomer, C=CC=C (1,3-butadiene), C=CC1=CC=CC=C1 (styrene), C1(=CC=CC=C1)NC1=CC2=CC=CC=C2C=C1 (phenyl-β-naphthylamine), monomer, C=CC=C (1,3-butadiene), C=CC1=CC=CC=C1 (styrene), final copolymer, monomers. Reported procedure: Still further, in a nitrogen atmosphere, 213 m mole as active lithium of sec-butyllithium was added to a 15 wt.% n-hexane solution of 9.5 kg of a monomer mixture comprising 1,3-butadiene and styrene in a weight ratio of 40:60, and the mixture was polymerized at 60° C. for 4 hours. After more than 99% of the monomers had been polymerized, the resulting active copolymer solution was further mixed with a 20 wt.% n-hexane solution of 19.0 kg of a monomer mixture comprising 1,3-butadiene and styrene ... Reaction conditions: time 1 hour. The product is C(=C)C1=C(C=CC=C1)C=C (divinylbenzene). As a reaction SMILES: [Li].C([Li])(CC)C.C=CC=C.C=CC1C=CC=CC=1.C1(N[C:26]2[CH:35]=[CH:34][C:33]3[C:28](=[CH:29][CH:30]=[CH:31][CH:32]=3)[CH:27]=2)C=CC=CC=1>CCCCCC.O>[CH:27]([C:28]1[CH:29]=[CH:30][CH:31]=[CH:32][C:33]=1[CH:34]=[CH2:35])=[CH2:26] |^1:0|. Run in CCCCCC (n-hexane), CCCCCC (n-hexane), CCCCCC (n-hexane), O (water). Starting materials: CC(=O)OC(C)=O, CCOCC, ClCCl, COCN1c2cc(CN)ccc2Sc2nccnc21. The product is COCN1c2cc(CNC(C)=O)ccc2Sc2nccnc21. As a reaction SMILES: [CH3:1][C:2]([O:3][C:5]([CH3:6])=[O:7])=[O:4].[CH3:27][CH2:28][O:29][CH2:30][CH3:31].[Cl:32][CH2:33][Cl:34].[NH2:8][CH2:9][c:10]1[cH:11][cH:12][c:13]2[c:14]([cH:26]1)[N:15]([CH2:23][O:24][CH3:25])[c:16]1[c:17]([n:19][cH:20][cH:21][n:22]1)[S:18]2>>[C:5]([CH3:6])(=[O:7])[NH:8][CH2:9][c:10]1[cH:11][cH:12][c:13]2[c:14]([cH:26]1)[N:15]([CH2:23][O:24][CH3:25])[c:16]1[c:17]([n:19][cH:20][cH:21][n:22]1)[S:18]2. The reactants are S(O)(O)(=O)=O (Sulfuric acid), FC(OC1=CC=C(C=C1)CC(=O)O)(F)F (2-(4-(trifluoromethoxy)phenyl)acetic acid), C(C)O (ethanol). Yields the product FC(OC1=CC=C(C=C1)CC(=O)OCC)(F)F (ethyl 2-(4-(trifluoromethoxy)phenyl)acetate). Yield: 91.0%. As a reaction SMILES: S(=O)(=O)(O)O.[F:6][C:7]([F:20])([F:19])[O:8][C:9]1[CH:14]=[CH:13][C:12]([CH2:15][C:16]([OH:18])=[O:17])=[CH:11][CH:10]=1.[CH2:21](O)[CH3:22]>>[F:6][C:7]([F:19])([F:20])[O:8][C:9]1[CH:10]=[CH:11][C:12]([CH2:15][C:16]([O:18][CH2:21][CH3:22])=[O:17])=[CH:13][CH:14]=1. Procedure details: Sulfuric acid (0.484 ml, 9.08 mmol) was added dropwise to a solution of 2-(4-(trifluoromethoxy)phenyl)acetic acid (2.0 g, 9.08 mmol) in ethanol (20 ml), and heated under reflux for 5 hours. The reaction mixture was concentrated in vacuo, diluted with ethyl acetate (100 ml), washed with saturated NaHCO3 solution and brine, dried over MgSO4, filtered and concentrated in vacuo. The residue was purified by column chromatography (ethyl acetate/hexane: 0/100 to 20/80) to give ethyl 2-(4-(trifluorometh... Reactants: NCC1CN(CCN1C)C(=O)OC(C)(C)C (tert-butyl 3-(aminomethyl)-4-methylpiperazine-1-carboxylate), O1CCCC1 (tetrahydrofuran), C([O-])(O)=O.[Na+] (sodium bicarbonate), C=1N(C=C2C=CC=CC12)C(=O)O (2H-isoindole-2-carboxylic acid), ethyl ester, O1CCCC1 (tetrahydrofuran). Conditions: time 30 minute. Yields the product O=C1N(C(C2=CC=CC=C12)=O)CC1CN(CCN1C)C(=O)OC(C)(C)C (tert-Butyl 3-((1,3-dioxoisoindolin-2-yl)methyl)-4-methylpiperazine-1-carboxylate). As a reaction SMILES: [NH2:1][CH2:2][CH:3]1[N:8]([CH3:9])[CH2:7][CH2:6][N:5]([C:10]([O:12][C:13]([CH3:16])([CH3:15])[CH3:14])=[O:11])[CH2:4]1.[C:17](=[O:20])(O)[O-].[Na+].[CH:22]1N(C(O)=O)C=[C:25]2[C:30]=1[CH:29]=[CH:28][CH:27]=[CH:26]2.[O:34]1CCCC1>>[O:34]=[C:22]1[C:30]2[C:25](=[CH:26][CH:27]=[CH:28][CH:29]=2)[C:17](=[O:20])[N:1]1[CH2:2][CH:3]1[N:8]([CH3:9])[CH2:7][CH2:6][N:5]([C:10]([O:12][C:13]([CH3:16])([CH3:15])[CH3:14])=[O:11])[CH2:4]1 |f:1.2|. Reported procedure: To a mixture of tert-butyl 3-(aminomethyl)-4-methylpiperazine-1-carboxylate, prepared as described in the previous step, (5.5 g, crude) and sodium bicarbonate (2.52 g, 30 mmol) in tetrahydrofuran (100 mL) was added a solution of 2H-isoindole-2-carboxylic acid, 1,3-dihydro-1,3-dioxo-, ethyl ester (6.59 g, 30 mmol) in tetrahydrofuran (20 mL) at ambient temperature. After stirring for 30 minutes, the suspension was filtered, and the filtrate was concentrated to give crude product which was purified... The reactants are CCc1ccc(F)cc1O[Si](C)(C)C(C)(C)C, C1CCOC1, [Li]CCCC, Cn1nc(-c2ccccc2)nc1C=O, O. Product: CCc1cc(C(O)c2nc(-c3ccccc3)nn2C)c(F)cc1O[Si](C)(C)C(C)(C)C. As a reaction SMILES: [C:6]([CH3:7])([CH3:8])([CH3:9])[Si:10]([CH3:11])([CH3:12])[O:13][c:14]1[c:15]([CH2:21][CH3:22])[cH:16][cH:17][c:18]([F:20])[cH:19]1.[CH2:38]1[O:39][CH2:40][CH2:41][CH2:42]1.[CH3:1][CH2:2][CH2:3][CH2:4][Li:5].[CH3:23][n:24]1[n:25][c:26](-[c:31]2[cH:32][cH:33][cH:34][cH:35][cH:36]2)[n:27][c:28]1[CH:29]=[O:30].[OH2:37]>>[C:6]([CH3:7])([CH3:8])([CH3:9])[Si:10]([CH3:11])([CH3:12])[O:13][c:14]1[c:15]([CH2:21][CH3:22])[cH:16][c:17]([CH:29]([c:28]2[n:24]([CH3:23])[n:25][c:26](-[c:31]3[cH:32][cH:33][cH:34][cH:35][cH:36]3)[n:27]2)[OH:30])[c:18]([F:20])[cH:19]1. The reactants are ClCC(=O)OCC (ethyl chloroacetate), [Cl-].[Na+] (sodium chloride), [N-]=[N+]=[N-].[Na+] (sodium azide), C(Cl)Cl (methylene chloride). The reagents and catalysts are CCCCCCCC[N+](C)(CCCCCCCC)CCCCCCCC.[Cl-] (Aliquat 336). Solvent: O (water), O (water). Product: N(=[N+]=[N-])CC(=O)OCC (ethyl azidoacetate). As a reaction SMILES: Cl[CH2:2][C:3]([O:5][CH2:6][CH3:7])=[O:4].[N-:8]=[N+:9]=[N-:10].[Na+].C(Cl)Cl.[Cl-].[Na+]>CCCCCCCC[N+](CCCCCCCC)(CCCCCCCC)C.[Cl-].O>[N:8]([CH2:2][C:3]([O:5][CH2:6][CH3:7])=[O:4])=[N+:9]=[N-:10] |f:1.2,4.5,6.7|. Procedure details: A solution of 55.7 grams (0.45 moles) of 99% pure ethyl chloroacetate (Aldrich Chemical Company, Milwaukee, Wis.), 0.64 grams(1.6 millimoles) of Aliquat 336 and 30.16 grams (0.46 moles) of sodium azide (Aldrich) in 50 ml. of methylene chloride and 50 ml. of water was heated to reflux for 16 hours in a 250 ml. round bottom 3-neck flask. The mixture was allowed to cool, whereupon an additional 30 ml. of water was added to dissolve the precipitated sodium chloride. The organic phase was separated a... Starting materials: COC(C=C(OC)N)=O (β-amino-β-methoxyacrylic acid methyl ester), ClC=1C=C(CNN)C=CC1Cl (3,4-dichlorobenzylhydrazine). Solvent: O1CCOCC1 (dioxane). Run at time 2 hour. Yields the product NC=1NN(C(C1)=O)CC1=CC(=C(C=C1)Cl)Cl (3-Amino-1-(3,4-dichlorobenzyl)-pyrazol-5-one). Reaction SMILES: CO[C:3](=[O:9])[CH:4]=[C:5]([NH2:8])OC.[Cl:10][C:11]1[CH:12]=[C:13]([CH:17]=[CH:18][C:19]=1[Cl:20])[CH2:14][NH:15][NH2:16]>O1CCOCC1>[NH2:8][C:5]1[NH:16][N:15]([CH2:14][C:13]2[CH:17]=[CH:18][C:19]([Cl:20])=[C:11]([Cl:10])[CH:12]=2)[C:3](=[O:9])[CH:4]=1. Reported procedure: 144 g (10% excess) of β-amino-β-methoxyacrylic acid methyl ester are introduced into 500 ml of dioxane. 191 g of 3,4-dichlorobenzylhydrazine are introduced into the reaction mixture while flushing with nitrogen. The mixture is stirred for 2 hours at 60°, the solvent is driven off on a rotary evaporator, the residue is worked with 600 ml of 2 N NaOH and extracted with ether, and the aqueous phase is stirred with animal charcoal for 1/2 hour. After filtration, the mixture is adjusted to pH 5 with ...